This data is from the Open Reaction Database (ORD), a public repository of structured organic reaction records. The task is: describe an organic reaction: reactants, conditions, products, and yield The product is [Na+].ClC1=CC(=C(C=C1C)NCC(=O)[O-])[N+](=O)[O-] (N-(4′-Chloro-5′-methyl-2′-nitrophenyl)glycine sodium salt). Reaction SMILES: [Cl:1][C:2]1[CH:7]=[C:6]([N+:8]([O-:10])=[O:9])[C:5](F)=[CH:4][C:3]=1[CH3:12].[NH2:13][CH2:14][C:15]([O-:17])=[O:16].[Na+:18]>CN(C=O)C.O>[Na+:18].[Cl:1][C:2]1[C:3]([CH3:12])=[CH:4][C:5]([NH:13][CH2:14][C:15]([O-:17])=[O:16])=[C:6]([N+:8]([O-:10])=[O:9])[CH:7]=1 |f:1.2,5.6|. Run at temperature 70 celsius, time 8 hour. Reported procedure: To a stirred solution of 2-chloro-5-fluoro-4-nitrotoluene (0.605 g, 3.19 mmol, as prepared above) in DMF (3.0 mL). at 70° C., was added dropwise, a solution of sodium glycinate (0.310 g, 3.19 mmol, Aldrich, used as received) in water (3.0 mL). The resulting suspension was stirred overnight at 70° C. The suspension was cooled to room temperature and the resulting red solid was filtered, washed with chloroform (10 mL) and dried under vacuum to give 0.360 g (46%) pure (1H NMR) title compound as a r... Reactants: ClC1=C(C=C(C(=C1)[N+](=O)[O-])F)C (2-chloro-5-fluoro-4-nitrotoluene), NCC(=O)[O-].[Na+] (sodium glycinate). The solvent is O (water), CN(C)C=O (DMF). The reactants are CS(=O)(=O)OCC1=CC2=C(C=N1)N(C=N2)C=2SC(=C(C2)O[C@H](C)C2=C(C=CC=C2)C(F)(F)F)C(N)=O ([3-(5-carbamoyl-4-{(1R)-1-[2-(trifluoromethyl)phenyl]ethoxy}-2-thienyl)-3H-imidazo[4,5-c]pyridin-6-yl]methyl methanesulfonate), N (ammonia). Solvent: saturated solution, CO (methanol). Conditions: temperature 80 celsius, time 1 hour. The product is NCC1=CC2=C(C=N1)N(C=N2)C2=CC(=C(S2)C(=O)N)O[C@H](C)C2=C(C=CC=C2)C(F)(F)F (5-[6-(aminomethyl)-3H-imidazo[4,5-c]pyridin-3-yl]-3-{(1R)-1-[2-(trifluoromethyl)phenyl]ethoxy}thiophene-2-carboxamide). As a reaction SMILES: CS(O[CH2:6][C:7]1[N:12]=[CH:11][C:10]2[N:13]([C:16]3[S:17][C:18]([C:34](=[O:36])[NH2:35])=[C:19]([O:21][C@@H:22]([C:24]4[CH:29]=[CH:28][CH:27]=[CH:26][C:25]=4[C:30]([F:33])([F:32])[F:31])[CH3:23])[CH:20]=3)[CH:14]=[N:15][C:9]=2[CH:8]=1)(=O)=O.[NH3:37]>CO>[NH2:37][CH2:6][C:7]1[N:12]=[CH:11][C:10]2[N:13]([C:16]3[S:17][C:18]([C:34]([NH2:35])=[O:36])=[C:19]([O:21][C@@H:22]([C:24]4[CH:29]=[CH:28][CH:27]=[CH:26][C:25]=4[C:30]([F:33])([F:31])[F:32])[CH3:23])[CH:20]=3)[CH:14]=[N:15][C:9]=2[CH:8]=1. Procedure: A suspension of 150 mg of crude [3-(5-carbamoyl-4-{(1R)-1-[2-(trifluoromethyl)phenyl]ethoxy}-2-thienyl)-3H-imidazo[4,5-c]pyridin-6-yl]methyl methanesulfonate (example 49, step 1) in 5 ml of a saturated solution of ammonia in methanol is stirred in a microwave vial at 80° C. for 1 h in the microwave cavity. The solvent is removed under reduced pressure. 20 ml of water and 20 ml dichloromethane is added to the residue, the organic phase is separated and the aqueous phase is extracted with 2×10 ml ...